Dataset: the Open Reaction Database (ORD), a public repository of structured organic reaction records. Task: describe an organic reaction: reactants, conditions, products, and yield The reactants are CC(C)(C)OC(=O)N1CCOc2cc(Br)ccc2C1, C1COCCN1, CC(C)(C)[O-], [Na+], C1COCCO1, O=C(C=Cc1ccccc1)C=Cc1ccccc1, O=C(C=Cc1ccccc1)C=Cc1ccccc1, O=C(C=Cc1ccccc1)C=Cc1ccccc1, O, [Pd], [Pd]. Reaction SMILES: [Br:1][c:2]1[cH:3][c:4]2[c:5]([cH:18][cH:19]1)[CH2:6][N:7]([C:11](=[O:12])[O:13][C:14]([CH3:15])([CH3:16])[CH3:17])[CH2:8][CH2:9][O:10]2.[CH2:20]1[CH2:21][O:22][CH2:23][CH2:24][NH:25]1.[CH3:26][C:27]([CH3:28])([O-:29])[CH3:30].[Na+:31].[O:33]1[CH2:34][CH2:35][O:36][CH2:37][CH2:38]1.[O:41]=[C:42]([CH:43]=[CH:44][c:45]1[cH:46][cH:47][cH:48][cH:49][cH:50]1)[CH:51]=[CH:52][c:53]1[cH:54][cH:55][cH:56][cH:57][cH:58]1.[O:59]=[C:60]([CH:61]=[CH:62][c:63]1[cH:64][cH:65][cH:66][cH:67][cH:68]1)[CH:69]=[CH:70][c:71]1[cH:72][cH:73][cH:74][cH:75][cH:76]1.[O:77]=[C:78]([CH:79]=[CH:80][c:81]1[cH:82][cH:83][cH:84][cH:85][cH:86]1)[CH:87]=[CH:88][c:89]1[cH:90][cH:91][cH:92][cH:93][cH:94]1.[OH2:32].[Pd:39].[Pd:40]>>[c:2]1([N:25]2[CH2:20][CH2:21][O:22][CH2:23][CH2:24]2)[cH:3][c:4]2[c:5]([cH:18][cH:19]1)[CH2:6][N:7]([C:11](=[O:12])[O:13][C:14]([CH3:15])([CH3:16])[CH3:17])[CH2:8][CH2:9][O:10]2. The product is CC(C)(C)OC(=O)N1CCOc2cc(N3CCOCC3)ccc2C1.